Dataset: the Open Reaction Database (ORD), a public repository of structured organic reaction records. Task: describe an organic reaction: reactants, conditions, products, and yield Reactants: CC1=CC(=NC=2N1N=CC2C(N)=NO)C(F)(F)F (7-methyl-5-trifluoromethyl-pyrazolo[1,5-α]pyrimidine-3-amidoxime), ClC1=C(SC=C1)C(=O)Cl (3-chloro-thiophene-2-carbonyl chloride). Product: ClC1=C(SC=C1)C1=NC(=NO1)C=1C=NN2C1N=C(C=C2C)C(F)(F)F (5-(3-Chloro-thiophen-2-yl)-3-(7-methyl-5-trifluoromethyl-pyrazolo[1,5-α]pyrimidin-3-yl)-[1,2,4]-oxadiazole), off-white solid. The yield is 48.0%. As a reaction SMILES: [CH3:1][C:2]1[N:7]2[N:8]=[CH:9][C:10]([C:11](=[N:13][OH:14])[NH2:12])=[C:6]2[N:5]=[C:4]([C:15]([F:18])([F:17])[F:16])[CH:3]=1.[Cl:19][C:20]1[CH:24]=[CH:23][S:22][C:21]=1[C:25](Cl)=O>>[Cl:19][C:20]1[CH:24]=[CH:23][S:22][C:21]=1[C:25]1[O:14][N:13]=[C:11]([C:10]2[CH:9]=[N:8][N:7]3[C:2]([CH3:1])=[CH:3][C:4]([C:15]([F:18])([F:16])[F:17])=[N:5][C:6]=23)[N:12]=1. Procedure details: The title compound was prepared from 7-methyl-5-trifluoromethyl-pyrazolo[1,5-α]pyrimidine-3-amidoxime (13.8 mg, 0.0532 mmol) and 3-chloro-thiophene-2-carbonyl chloride (9.8 mg, 0.0541 mmol) similar to Example 16, and yielded 9.8 mg (48%) of an off-white solid. 1H NMR (CDCl3): 8.89 (s, 1H), 7.62 (d, J=5.22 Hz, 1H), 7.20 (d, J=0.83 Hz, 1H), 7.14 (d, J=5.22 Hz, 1H), 2.98 (s, 3H).